This data is from the Open Reaction Database (ORD), a public repository of structured organic reaction records. The task is: describe an organic reaction: reactants, conditions, products, and yield Starting materials: COc1cc(Br)cnc1OC, COc1ccc(B(O)O)cc1. Yields the product COc1ccc(-c2cnc(OC)c(OC)c2)cc1. Reaction SMILES: [Br:1][c:2]1[cH:3][c:4]([O:10][CH3:11])[c:5]([O:8][CH3:9])[n:6][cH:7]1.[CH3:12][O:13][c:14]1[cH:15][cH:16][c:17]([B:20]([OH:21])[OH:22])[cH:18][cH:19]1>>[c:2]1(-[c:17]2[cH:16][cH:15][c:14]([O:13][CH3:12])[cH:19][cH:18]2)[cH:3][c:4]([O:10][CH3:11])[c:5]([O:8][CH3:9])[n:6][cH:7]1.